Task: describe an organic reaction: reactants, conditions, products, and yield. Dataset: the Open Reaction Database (ORD), a public repository of structured organic reaction records The reactants are COC(C=CC(C(=O)OC)=C(C)NCCC1=CC=CC=C1)=O (4-(1-phenethylamino-ethylidene)-pent-2-enedioic acid dimethyl ester), C[O-].[Na+] (NaOMe), BrN1C(CCC1=O)=O (N-bromosuccinimide). Run in CO (MeOH). The product is COC(=O)C1=C(N(C(C(=C1)Br)=O)CCC1=CC=CC=C1)C (5-Bromo-2-methyl-6-oxo-1-phenethyl-1,6-dihydro-pyridine-3-carboxylic acid methyl ester). The yield is 71.1%. As a reaction SMILES: C[O:2][C:3](=O)[CH:4]=[CH:5][C:6](=[C:11]([NH:13][CH2:14][CH2:15][C:16]1[CH:21]=[CH:20][CH:19]=[CH:18][CH:17]=1)[CH3:12])[C:7]([O:9][CH3:10])=[O:8].C[O-].[Na+].[Br:26]N1C(=O)CCC1=O>CO>[CH3:10][O:9][C:7]([C:6]1[CH:5]=[C:4]([Br:26])[C:3](=[O:2])[N:13]([CH2:14][CH2:15][C:16]2[CH:21]=[CH:20][CH:19]=[CH:18][CH:17]=2)[C:11]=1[CH3:12])=[O:8] |f:1.2|. Procedure details: MeOH (220 mL) was added to a flask containing 4-(1-phenethylamino-ethylidene)-pent-2-enedioic acid dimethyl ester (7.0 g, 23.1 mmol). NaOMe solution (5.3 mL, 23.1 mmol, 4.375 M in MeOH) and N-bromosuccinimide (4.93 g, 27.7 mmol) were added, and the resulting mixture was refluxed for 1 h. After cooling to r.t., the solvent was evaporated in vacuo. The residue was partitioned between saturated NH4Cl (200 mL) and CH2Cl2 (200 mL). The aqueous layer was extracted with additional CH2Cl2 and the organi... Yields the product CCOC(=O)c1cc(-c2ccc(Cl)cc2)c(OCC2CC2)nc1C(F)(F)F. Reactants: CCOC(=O)c1cc(Br)c(OCC2CC2)nc1C(F)(F)F, OB(O)c1ccc(Cl)cc1, [Na+], [Na+], O=C([O-])[O-], C1COCCO1, O. RXN SMILES: [CH2:1]([CH3:2])[O:3][C:4]([c:5]1[c:6]([C:17]([F:18])([F:19])[F:20])[n:7][c:8]([O:12][CH2:13][CH:14]2[CH2:15][CH2:16]2)[c:9]([Br:11])[cH:10]1)=[O:21].[Cl:22][c:23]1[cH:24][cH:25][c:26]([B:29]([OH:30])[OH:31])[cH:27][cH:28]1.[Na+:32].[Na+:33].[O-:34][C:35](=[O:36])[O-:37].[O:39]1[CH2:40][CH2:41][O:42][CH2:43][CH2:44]1.[OH2:38]>>[CH2:1]([CH3:2])[O:3][C:4]([c:5]1[c:6]([C:17]([F:18])([F:19])[F:20])[n:7][c:8]([O:12][CH2:13][CH:14]2[CH2:15][CH2:16]2)[c:9](-[c:26]2[cH:25][cH:24][c:23]([Cl:22])[cH:28][cH:27]2)[cH:10]1)=[O:21]. The reactants are C(C)(C)OC1=C(C=C2CCN3C(C2=C1)=CN=C3)OC (9-isopropoxy-8-methoxy-5,6-dihydroimidazo[5,1-a]isoquinoline), CS(=O)(=O)O (methanesulfonic acid). Run in C(Cl)(Cl)Cl (chloroform). Run at temperature 63 celsius. Product: COC=1C=C2CCN3C(C2=CC1O)=CN=C3 (8-methoxy-5,6-dihydroimidazo[5,1-a]isoquinolin-9-ol). Reaction SMILES: C([O:4][C:5]1[CH:14]=[C:13]2[C:8]([CH2:9][CH2:10][N:11]3[CH:17]=[N:16][CH:15]=[C:12]32)=[CH:7][C:6]=1[O:18][CH3:19])(C)C.CS(O)(=O)=O>C(Cl)(Cl)Cl>[CH3:19][O:18][C:6]1[CH:7]=[C:8]2[C:13](=[CH:14][C:5]=1[OH:4])[C:12]1=[CH:15][N:16]=[CH:17][N:11]1[CH2:10][CH2:9]2. Procedure: To a 50 mL round bottom flask was added 9-isopropoxy-8-methoxy-5,6-dihydroimidazo[5,1-a]isoquinoline (180 mg, 0.70 mmol), chloroform (13 mL), and methanesulfonic acid (1.3 mL, 20.02 mmol). The resulting mixture was heated at 63° C. for 2 h then cooled to RT and concentrated in vacuo. To the resulting oil was added H2O and aqueous saturated sodium carbonate. The solution was extracted with EtOAc (2×), and the organic extracts were combined, dried with sodium sulfate and concentrated in vacuo to a... The reactants are NC=1C=CC(=C2CCC(NC12)=O)O (8-amino-5-hydroxy-3,4-dihydrocarbostyril), C1(CCCCC1)C(=O)Cl (cyclohexylcarbonyl chloride). Solvent: N1=CC=CC=C1 (pyridine). Product: C1(CCCCC1)C(=O)NC=1C=CC(=C2CCC(NC12)=O)O (8-cyclohexylcarbonylamino-5-hydroxy-3,4-dihydrocarbostyril). Yield: 38.1%. Reaction SMILES: [NH2:1][C:2]1[CH:3]=[CH:4][C:5]([OH:13])=[C:6]2[C:11]=1[NH:10][C:9](=[O:12])[CH2:8][CH2:7]2.[CH:14]1([C:20](Cl)=[O:21])[CH2:19][CH2:18][CH2:17][CH2:16][CH2:15]1>N1C=CC=CC=1>[CH:14]1([C:20]([NH:1][C:2]2[CH:3]=[CH:4][C:5]([OH:13])=[C:6]3[C:11]=2[NH:10][C:9](=[O:12])[CH2:8][CH2:7]3)=[O:21])[CH2:19][CH2:18][CH2:17][CH2:16][CH2:15]1. Procedure details: 10.7 g of 8-amino-5-hydroxy-3,4-dihydrocarbostyril was dissolved in 100 ml of pyridine, and 10.0 g of cyclohexylcarbonyl chloride was added to the solution while vigorously stirring at room temperature followed by stirring at 50° C. for 30 minutes. The precipitated crystals were recovered by filtration, washed with ethanol, dried and dissolved in 200 ml of a 10% aqueous sodium hydroxide solution. Activated carbon was added to the solution, and the mixture was stirred and filtered. The filtrate w... Reactants: COc1ccccc1-n1c(=O)c2cnc(SC)nc2n1C, ClC(Cl)Cl, O=C(OO)c1cccc(Cl)c1, [Na+], O=C([O-])O. The product is COc1ccccc1-n1c(=O)c2cnc(S(C)=O)nc2n1C. Reaction SMILES: [CH3:12][O:13][c:14]1[c:15](-[n:20]2[n:21]([CH3:32])[c:22]3[n:23][c:24]([S:30][CH3:31])[n:25][cH:26][c:27]3[c:28]2=[O:29])[cH:16][cH:17][cH:18][cH:19]1.[CH:38]([Cl:39])([Cl:40])[Cl:41].[Cl:1][c:2]1[cH:3][cH:4][cH:5][c:6]([C:7]([O:8][OH:10])=[O:9])[cH:11]1.[Na+:33].[OH:34][C:35](=[O:36])[O-:37]>>[O:9]=[S:30]([c:24]1[n:23][c:22]2[n:21]([CH3:32])[n:20](-[c:15]3[c:14]([O:13][CH3:12])[cH:19][cH:18][cH:17][cH:16]3)[c:28](=[O:29])[c:27]2[cH:26][n:25]1)[CH3:31].